This data is from the Open Reaction Database (ORD), a public repository of structured organic reaction records. The task is: describe an organic reaction: reactants, conditions, products, and yield Starting materials: CCOC(=O)C(Nc1ccc(C#N)cc1)c1cc(OCC)cc(OCC)c1F, C1CCOC1, CCOC(C)=O, Cl, [Li+], [OH-]. Product: CCOc1cc(OCC)c(F)c(C(Nc2ccc(C#N)cc2)C(=O)O)c1. RXN SMILES: [CH2:1]([CH3:2])[O:3][C:4]([CH:5]([c:6]1[c:7]([F:18])[c:8]([O:15][CH2:16][CH3:17])[cH:9][c:10]([O:12][CH2:13][CH3:14])[cH:11]1)[NH:19][c:20]1[cH:21][cH:22][c:23]([C:26]#[N:27])[cH:24][cH:25]1)=[O:28].[CH2:38]1[O:39][CH2:40][CH2:41][CH2:42]1.[CH3:32][CH2:33][O:34][C:35](=[O:36])[CH3:37].[ClH:31].[Li+:30].[OH-:29]>>[O:3]=[C:4]([CH:5]([c:6]1[c:7]([F:18])[c:8]([O:15][CH2:16][CH3:17])[cH:9][c:10]([O:12][CH2:13][CH3:14])[cH:11]1)[NH:19][c:20]1[cH:21][cH:22][c:23]([C:26]#[N:27])[cH:24][cH:25]1)[OH:28]. The reactants are CC(C)(C)OC(=O)CCCNc1ccc2c(NC(=O)CC3CCCCC3)c(Cl)ccc2n1, ClCCl, O=C(O)C(F)(F)F. Product: O=C(O)CCCNc1ccc2c(NC(=O)CC3CCCCC3)c(Cl)ccc2n1. RXN SMILES: [CH3:1][C:2]([CH3:3])([CH3:4])[O:5][C:6]([CH2:7][CH2:8][CH2:9][NH:10][c:11]1[n:12][c:13]2[cH:14][cH:15][c:16]([Cl:31])[c:17]([NH:21][C:22]([CH2:23][CH:24]3[CH2:25][CH2:26][CH2:27][CH2:28][CH2:29]3)=[O:30])[c:18]2[cH:19][cH:20]1)=[O:32].[Cl:40][CH2:41][Cl:42].[OH:33][C:34]([C:35]([F:36])([F:37])[F:38])=[O:39]>>[O:5]=[C:6]([CH2:7][CH2:8][CH2:9][NH:10][c:11]1[n:12][c:13]2[cH:14][cH:15][c:16]([Cl:31])[c:17]([NH:21][C:22]([CH2:23][CH:24]3[CH2:25][CH2:26][CH2:27][CH2:28][CH2:29]3)=[O:30])[c:18]2[cH:19][cH:20]1)[OH:32]. Reactants: O1C(=CC=C1)C(C(=O)O)=O (2-(2-furyl)-2-oxoacetic acid), Cl.CN(CCCN=C=NCC)C (1-(3-dimethylaminopropyl)-3-ethyl carbodiimide hydrochloride), O1C(CCCC1)N1N=C(C2=CC(=CC=C12)C1=NN(C=N1)C(C1=CC=CC=C1)(C1=CC=CC=C1)C1=CC=CC=C1)C=1C=C(C=CC1)N (3-{1-perhydro-2H-pyran-2-yl-5-[1-(triphenylmethyl)(1,2,4-triazol-3-yl)]-1H-indazol-3-yl}phenylamine). Run in ClCCl (dichloromethane), ClCCl (dichloromethane). Run at time 8 hour. The product is O1C(=CC=C1)C(C(=O)NC1=CC(=CC=C1)C1=NN(C2=CC=C(C=C12)C1=NN(C=N1)C(C1=CC=CC=C1)(C1=CC=CC=C1)C1=CC=CC=C1)C1OCCCC1)=O (2-(2-Furyl)-2-oxo-N-(3-{1-perhydro-2H-pyran-2-yl-5[1-(triphenylmethyl) (1,2,4-triazol-3-yl)](1H-indazol-3-yl)}phenyl)acetamide). Reaction SMILES: [O:1]1[CH:5]=[CH:4][CH:3]=[C:2]1[C:6](=[O:10])[C:7]([OH:9])=O.Cl.CN(C)CCCN=C=NCC.[O:23]1[CH2:28][CH2:27][CH2:26][CH2:25][CH:24]1[N:29]1[C:37]2[C:32](=[CH:33][C:34]([C:38]3[N:42]=[CH:41][N:40]([C:43]([C:56]4[CH:61]=[CH:60][CH:59]=[CH:58][CH:57]=4)([C:50]4[CH:55]=[CH:54][CH:53]=[CH:52][CH:51]=4)[C:44]4[CH:49]=[CH:48][CH:47]=[CH:46][CH:45]=4)[N:39]=3)=[CH:35][CH:36]=2)[C:31]([C:62]2[CH:63]=[C:64]([NH2:68])[CH:65]=[CH:66][CH:67]=2)=[N:30]1>ClCCl>[O:1]1[CH:5]=[CH:4][CH:3]=[C:2]1[C:6](=[O:10])[C:7]([NH:68][C:64]1[CH:65]=[CH:66][CH:67]=[C:62]([C:31]2[C:32]3[C:37](=[CH:36][CH:35]=[C:34]([C:38]4[N:42]=[CH:41][N:40]([C:43]([C:44]5[CH:45]=[CH:46][CH:47]=[CH:48][CH:49]=5)([C:50]5[CH:55]=[CH:54][CH:53]=[CH:52][CH:51]=5)[C:56]5[CH:61]=[CH:60][CH:59]=[CH:58][CH:57]=5)[N:39]=4)[CH:33]=3)[N:29]([CH:24]3[CH2:25][CH2:26][CH2:27][CH2:28][O:23]3)[N:30]=2)[CH:63]=1)=[O:9] |f:1.2|. Reported procedure: To a solution of 2-(2-furyl)-2-oxoacetic acid (0.070 g, 0.496 mmol) in 2.0 mL of dichloromethane, was added 1-(3-dimethylaminopropyl)-3-ethyl carbodiimide hydrochloride (EDCI) as a solid (0.098 g, 0.510 mmol). The solution was stirred at room temperature for 15 min before 3-{1-perhydro-2H-pyran-2-yl-5-[1-(triphenylmethyl)(1,2,4-triazol-3-yl)]-1H-indazol-3-yl}phenylamine (0.150 g, 0.248 mmol), dissolved in 1 mL of dichloromethane was added. The reaction was stirred at room temperature overnight. ... Reported procedure: In a manner such as that described in Example 269, using (S)-10-[3-(2-methoxyethyl)-piperazin-1-yl]-2-methyl-4H-3-thia-4,9-diazabenzo[f]azulene dihydrochloride into the dihydrochloride salt of the title compound (102 mg, 22%): mass Spectrum (ES): m/z 371.2 (M+1 of free base). The yield is 22.0%. RXN SMILES: [ClH:1].Cl.[CH3:3][O:4][CH2:5][CH2:6][C@@H:7]1[NH:12][CH2:11][CH2:10][N:9]([C:13]2[C:22]3[CH:21]=[C:20]([CH3:23])[S:19][C:18]=3[NH:17][C:16]3[CH:24]=[CH:25][CH:26]=[CH:27][C:15]=3[N:14]=2)[CH2:8]1.[C:28]1(N)C(F)=C(F)C(F)=C(N)C=1F.Cl.Cl>>[ClH:1].[ClH:1].[CH3:3][O:4][CH2:5][CH2:6][C@@H:7]1[N:12]([CH3:28])[CH2:11][CH2:10][N:9]([C:13]2[C:22]3[CH:21]=[C:20]([CH3:23])[S:19][C:18]=3[NH:17][C:16]3[CH:24]=[CH:25][CH:26]=[CH:27][C:15]=3[N:14]=2)[CH2:8]1 |f:0.1.2,3.4.5,6.7.8|. The product is Cl.Cl.COCC[C@H]1CN(CCN1C)C1=NC2=C(NC=3SC(=CC13)C)C=CC=C2 ((s)-10-[3-(2-Methoxyethyl)-4-methylpiperazin-1-yl]-2-methyl-4H-3-thia-4,9-diazabenzo[f]azulene dihydrochloride). The reactants are Cl.Cl.COCC[C@H]1CN(CCN1)C1=NC2=C(NC=3SC(=CC13)C)C=CC=C2 ((S)-10-[3-(2-methoxyethyl)-piperazin-1-yl]-2-methyl-4H-3-thia-4,9-diazabenzo[f]azulene dihydrochloride), C1(=C(C(=C(C(=C1F)F)F)N)F)N.Cl.Cl (dihydrochloride).